Dataset: the Open Reaction Database (ORD), a public repository of structured organic reaction records. Task: describe an organic reaction: reactants, conditions, products, and yield Starting materials: OB(O)c1ccccc1 (effective_coupling_partner), COc2nc(OC)nc(Oc1ccc(C(C)=O)cc1)n2 (substrate). Reagents/catalysts: dppf. Reaction conditions: temperature 110 celsius, time 24 hour. Product: O=[N+]([O-])c2ccc(c1ccccc1)cc2.